The task is: describe an organic reaction: reactants, conditions, products, and yield. This data is from the Open Reaction Database (ORD), a public repository of structured organic reaction records. Reactants: CCOC(C)=O, CN1CCCC1=O, [H-], CC(C)n1cc(-c2nc(Br)c(N)nc2-c2ccccc2)ccc1=O, [Na+], O, c1cn[nH]c1. The product is CC(C)n1cc(-c2nc(-n3cccn3)c(N)nc2-c2ccccc2)ccc1=O. As a reaction SMILES: [CH3:32][CH2:33][O:34][C:35]([CH3:36])=[O:37].[CH3:38][N:39]1[CH2:40][CH2:41][CH2:42][C:43]1=[O:44].[H-:7].[NH2:8][c:9]1[n:10][c:11](-[c:26]2[cH:27][cH:28][cH:29][cH:30][cH:31]2)[c:12](-[c:16]2[cH:17][cH:18][c:19](=[O:25])[n:20]([CH:22]([CH3:23])[CH3:24])[cH:21]2)[n:13][c:14]1[Br:15].[Na+:6].[OH2:45].[nH:1]1[n:2][cH:3][cH:4][cH:5]1>>[n:1]1(-[c:14]2[c:9]([NH2:8])[n:10][c:11](-[c:26]3[cH:27][cH:28][cH:29][cH:30][cH:31]3)[c:12](-[c:16]3[cH:17][cH:18][c:19](=[O:25])[n:20]([CH:22]([CH3:23])[CH3:24])[cH:21]3)[n:13]2)[n:2][cH:3][cH:4][cH:5]1. Starting materials: O[C@H](C)[C@@H]1[C@@H]2N([C@H](C([C@@H]2C)=O)C(=O)OCC2=CC=C(C=C2)[N+](=O)[O-])C1=O (4-nitrobenzyl (1R,3R,5R,6S)-6-((1R)-1-hydroxyethyl)-1-methyl-2-oxo-1-carbapenam-3-carboxylate), CSC1=NC(=C2SC(=CN21)[Sn](CCCC)(CCCC)CCCC)SC (5,7-bis(methylthio)-2-(tri-n-butylstannyl)imidazo[5,1-b]thiazole). Yields the product CSC1=NC(=C2SC(=CN21)C=2[C@@H]([C@H]1N(C2C(=O)OCC2=CC=C(C=C2)[N+](=O)[O-])C([C@@H]1[C@@H](C)O)=O)C)SC (4-nitrobenzyl (1S,5R,6S)-2-[5,7-bis(methylthio)imidazo[5,1-b]thiazol-2-yl]-6-((1R)-1-hydroxyethyl)-1-methyl-1-carbapen-2-em-3-carboxylate). The yield is 61.1%. As a reaction SMILES: [OH:1][C@@H:2]([C@H:4]1[C:25](=[O:26])[N:6]2[C@@H:7]([C:12]([O:14][CH2:15][C:16]3[CH:21]=[CH:20][C:19]([N+:22]([O-:24])=[O:23])=[CH:18][CH:17]=3)=[O:13])[C:8](=O)[C@H:9]([CH3:10])[C@H:5]12)[CH3:3].[CH3:27][S:28][C:29]1[N:36]2[C:32]([S:33][C:34]([Sn](CCCC)(CCCC)CCCC)=[CH:35]2)=[C:31]([S:50][CH3:51])[N:30]=1>>[CH3:27][S:28][C:29]1[N:36]2[C:32]([S:33][C:34]([C:8]3[C@H:9]([CH3:10])[C@@H:5]4[C@@H:4]([C@H:2]([OH:1])[CH3:3])[C:25](=[O:26])[N:6]4[C:7]=3[C:12]([O:14][CH2:15][C:16]3[CH:21]=[CH:20][C:19]([N+:22]([O-:24])=[O:23])=[CH:18][CH:17]=3)=[O:13])=[CH:35]2)=[C:31]([S:50][CH3:51])[N:30]=1. Procedure details: The procedure of Example 1a) was repeated, except that 762 mg of 4-nitrobenzyl (1R,3R,5R,6S)-6-((1R)-1-hydroxyethyl)-1-methyl-2-oxo-1-carbapenam-3-carboxylate and 1.10 g of 5,7-bis(methylthio)-2-(tri-n-butylstannyl)imidazo[5,1-b]thiazole were used as the starting compounds. Thus, 720 mg of 4-nitrobenzyl (1S,5R,6S)-2-[5,7-bis(methylthio)imidazo[5,1-b]thiazol-2-yl]-6-((1R)-1-hydroxyethyl)-1-methyl-1-carbapen-2-em-3-carboxylate was prepared. Starting materials: O=C(CC(=O)OCC)CC1=CC=C(C=C1)OCC1=C(C=CC=C1)OC1=CC=CC=C1 (ethyl 3-oxo-4-(4-((2-phenoxybenzyl)oxy)phenyl)butanoate), [Cl-].O[NH3+] (hydroxylammonium chloride), [OH-].[Na+] (sodium hydroxide), Cl (hydrochloric acid). Run in O1CCOCC1 (1,4-dioxan). Run at temperature 0 celsius, time 1.5 hour. The product is ONC(CC(CC1=CC=C(C=C1)OCC1=C(C=CC=C1)OC1=CC=CC=C1)=O)=O (N-hydroxy-3-oxo-4-(4-((2-phenoxybenzyl)oxy)phenyl)butanamide). RXN SMILES: [O:1]=[C:2]([CH2:9][C:10]1[CH:15]=[CH:14][C:13]([O:16][CH2:17][C:18]2[CH:23]=[CH:22][CH:21]=[CH:20][C:19]=2[O:24][C:25]2[CH:30]=[CH:29][CH:28]=[CH:27][CH:26]=2)=[CH:12][CH:11]=1)[CH2:3][C:4](OCC)=[O:5].[Cl-].[OH:32][NH3+:33].[OH-].[Na+].Cl>O1CCOCC1>[OH:32][NH:33][C:4](=[O:5])[CH2:3][C:2](=[O:1])[CH2:9][C:10]1[CH:15]=[CH:14][C:13]([O:16][CH2:17][C:18]2[CH:23]=[CH:22][CH:21]=[CH:20][C:19]=2[O:24][C:25]2[CH:30]=[CH:29][CH:28]=[CH:27][CH:26]=2)=[CH:12][CH:11]=1 |f:1.2,3.4|. Reported procedure: To a solution of ethyl 3-oxo-4-(4-((2-phenoxybenzyl)oxy)phenyl)butanoate (40 mg) in 1,4-dioxan (0.12 ml), 9 mg of hydroxylammonium chloride and 0.1 ml of 2.5N sodium hydroxide were added under ice-cooling, and the reaction solution was stirred at 0° C. for 1.5 hours. Concentrated hydrochloric acid (0.07 ml) was further added, and the reaction solution was stirred at room temperature for 20 minutes. The reaction solution was extracted with chloroform, the combined organic layers were washed with ... Reactants: O.O.Cl[Sn]Cl (SnCl2.2H2O), NC=1C=CC(=C(C(=O)O)C1)Cl (5-amino-2-chlorobenzoic acid), N(=O)[O-].[Na+] (NaNO2). Solvent: Cl (HCl), O (water), Cl (HCl), O (water). Conditions: temperature -3 celsius, time 2 hour. Yields the product Cl.N(N)C=1C=CC(=C(C(=O)O)C1)Cl (5-Hydrazino-2-chlorobenzoic acid hydrochloride). The yield is 123.1%. RXN SMILES: [N:1]([O-])=O.[Na+].[NH2:5][C:6]1[CH:7]=[CH:8][C:9]([Cl:15])=[C:10]([CH:14]=1)[C:11]([OH:13])=[O:12].O.O.Cl[Sn]Cl>O.Cl>[ClH:15].[NH:5]([C:6]1[CH:7]=[CH:8][C:9]([Cl:15])=[C:10]([CH:14]=1)[C:11]([OH:13])=[O:12])[NH2:1] |f:0.1,3.4.5,8.9|. Procedure: A solution of 2.11 g of NaNO2 in 40 ml of water is added over 30 minutes to a suspension, cooled to −2° C., of 5 g of 5-amino-2-chlorobenzoic acid in 50 ml of concentrated HCl. The solution is stirred for 2 hours at −3° C. and cooled to −10° C., and a solution of 23 g of SnCl2.2H2O in 20 ml of concentrated HCl and 20 ml of water is added over 30 minutes. The mixture is stirred for one and a half hours at 0° C. and filtered, and the precipitate is dried to obtain 4 g of expected product. Reactants: COC(CCBr)OC, Cl, [K+], [K+], O=C([O-])[O-], CN(C)C=O, O, O=c1[nH]cc(-c2cnccn2)c(=O)[nH]1. Product: COC(CCn1cc(-c2cnccn2)c(=O)[nH]c1=O)OC. As a reaction SMILES: [Br:22][CH2:23][CH2:24][CH:25]([O:26][CH3:27])[O:28][CH3:29].[ClH:1].[K+:16].[K+:17].[O-:18][C:19]([O-:20])=[O:21].[O:31]=[CH:32][N:33]([CH3:34])[CH3:35].[OH2:30].[n:2]1[c:3](-[c:8]2[c:9](=[O:15])[nH:10][c:11](=[O:14])[nH:12][cH:13]2)[cH:4][n:5][cH:6][cH:7]1>>[n:2]1[c:3](-[c:8]2[c:9](=[O:15])[nH:10][c:11](=[O:14])[n:12]([CH2:23][CH2:24][CH:25]([O:26][CH3:27])[O:28][CH3:29])[cH:13]2)[cH:4][n:5][cH:6][cH:7]1. The reactants are C=O (Formaldehyde), C=O (formaldehyde), COC1=CC2=CC[C@H]3[C@@H]4CCC([C@@]4(C)CC[C@@H]3[C@]2(CC1)C)=O (3-Methoxyandrosta-3,5-dien-17-one), C1CCOC1 (THF), C[O-].[Na+] (Sodium methoxide). The solvent is C(C)(=O)OCC (ethyl acetate), O (Water), C(C)(=O)O (acetic acid), CO (methanol), C(C)N(CC)CC (triethylamine). Run at time 8 hour. Product: COC1=CC2=CC[C@H]3[C@@H]4CC(C([C@@]4(C)CC[C@@H]3[C@]2(CC1)C)=O)=C (3-Methoxy-16-methyleneandrosta-3,5-dien-17-one). As a reaction SMILES: [CH3:1][O:2][C:3]1[CH2:20][CH2:19][C@@:18]2([CH3:21])[C:5](=[CH:6][CH2:7][C@@H:8]3[C@@H:17]2[CH2:16][CH2:15][C@@:13]2([CH3:14])[C@H:9]3[CH2:10][CH2:11][C:12]2=[O:22])[CH:4]=1.[CH2:23]1COCC1.C[O-].[Na+].C=O>C(OCC)(=O)C.O.CO.C(N(CC)CC)C.C(O)(=O)C>[CH3:1][O:2][C:3]1[CH2:20][CH2:19][C@@:18]2([CH3:21])[C:5](=[CH:6][CH2:7][C@@H:8]3[C@@H:17]2[CH2:16][CH2:15][C@@:13]2([CH3:14])[C@H:9]3[CH2:10][C:11](=[CH2:23])[C:12]2=[O:22])[CH:4]=1 |f:2.3|. Procedure: 3-Methoxyandrosta-3,5-dien-17-one (IAa, 2.0 g) was mixed with THF (22 ml). Diethyloxylate (1.45 ml) was added and the mixture cooled in an ice bath. Sodium methoxide (25%, 1.83 ml) was added dropwise with stirring. The mixture was stirred, and after removing the ice bath for one hour TLC showed the reaction to be complete. The reaction mixture was cooled in an ice bath, acetic acid (0.1 ml) was added, followed by triethylamine (0.7 ml) and methanol (2.8 ml). Formaldehyde (37%, 0.3 g) was added a... Reported procedure: 3-Methyl-1-(1-methylethyl)-6-oxo-6,7-dihydro-1H-pyrazolo[3,4-b]pyridine-4-carboxylic acid (1.5 g, 6.38 mmol) was added to a solution of THF (15 mL) followed by addition of phosphorous oxychloride (8.9 mL, 96 mmol), and the contents heated at 105° C. overnight. After cooling to room temperature, the contents were concentrated in vacuo to remove most of the volatiles. The residual contents were slowly poured into a solution of iced water and 1N NaOH (10 mL), and the contents were stirred at room t... Run at temperature 105 celsius, time 24 hour. Reaction SMILES: [CH3:1][C:2]1[C:10]2[C:9]([C:11]([OH:13])=[O:12])=[CH:8][C:7](=O)[NH:6][C:5]=2[N:4]([CH:15]([CH3:17])[CH3:16])[N:3]=1.P(Cl)(Cl)([Cl:20])=O>C1COCC1>[Cl:20][C:7]1[CH:8]=[C:9]([C:11]([OH:13])=[O:12])[C:10]2[C:2]([CH3:1])=[N:3][N:4]([CH:15]([CH3:17])[CH3:16])[C:5]=2[N:6]=1. The solvent is C1CCOC1 (THF). Yields the product ClC=1C=C(C2=C(N1)N(N=C2C)C(C)C)C(=O)O (6-Chloro-3-methyl-1-(1-methylethyl)-1H-pyrazolo[3,4-b]pyridine-4-carboxylic acid). Reactants: CC1=NN(C=2NC(C=C(C21)C(=O)O)=O)C(C)C (3-Methyl-1-(1-methylethyl)-6-oxo-6,7-dihydro-1H-pyrazolo[3,4-b]pyridine-4-carboxylic acid), P(=O)(Cl)(Cl)Cl (phosphorous oxychloride). The reactants are CC=1CCC2C(CC(CCC12)=O)=C (1-methyl-4-methylen-6-oxo-2,3,3a, 4,5,6,7,8-octahydroazulene), palladium-on-calcium carbonate, [H][H] (hydrogen). Solvent: C(C)(=O)OCC (ethyl acetate). Yields the product CC=1CCC2C(CC(CCC12)=O)C (1,4-dimethyl-6-oxo-2,3,3a, 4,5,6,7,8-octahydroazulene). As a reaction SMILES: [CH3:1][C:2]1[CH2:3][CH2:4][CH:5]2[C:11]=1[CH2:10][CH2:9][C:8](=[O:12])[CH2:7][C:6]2=[CH2:13].[H][H]>C(OCC)(=O)C>[CH3:1][C:2]1[CH2:3][CH2:4][CH:5]2[C:11]=1[CH2:10][CH2:9][C:8](=[O:12])[CH2:7][CH:6]2[CH3:13]. Procedure: 528 mg of 1-methyl-4-methylen-6-oxo-2,3,3a, 4,5,6,7,8-octahydroazulene were hydrogenated in20 ml of ethyl acetate wit the aid of 200 mg of palladium-on-calcium carbonate (5%): After hydrogen uptake was completed the mixture was filtered off from the catalyst, the filtrate concentrated under reduced pressure and distilled. There was obtained pure 1,4-dimethyl-6-oxo-2,3,3a, 4,5,6,7,8-octahydroazulene, b.p.0.06 60°; IR(film):νmax = 1700, 1450, 1378, 1250, 1190 cm-1. The compound has a woody, earthy... Starting materials: CCC(C)=O, [I-], COC(=O)c1ccc(SCCCl)c(N)c1, [Na+]. Yields the product COC(=O)c1ccc2c(c1)NCCS2. Reaction SMILES: [CH3:18][C:19](=[O:20])[CH2:21][CH3:22].[I-:17].[NH2:1][c:2]1[cH:3][c:4]([C:5](=[O:6])[O:7][CH3:8])[cH:9][cH:10][c:11]1[S:12][CH2:13][CH2:14][Cl:15].[Na+:16]>>[NH:1]1[c:2]2[cH:3][c:4]([C:5](=[O:6])[O:7][CH3:8])[cH:9][cH:10][c:11]2[S:12][CH2:13][CH2:14]1. The reactants are COC(=O)C(Cc1ccc(-c2ccccc2Oc2ccccc2)cc1)NC(=O)c1cc(Cl)ccc1N, CN(C)c1cccc2c(S(=O)(=O)Cl)cccc12, ClCCl, c1ccncc1. Product: COC(=O)C(Cc1ccc(-c2ccccc2Oc2ccccc2)cc1)NC(=O)c1cc(Cl)ccc1NS(=O)(=O)c1cccc2c(N(C)C)cccc12. Reaction SMILES: [CH3:1][O:2][C:3]([CH:4]([CH2:5][c:6]1[cH:7][cH:8][c:9](-[c:12]2[c:13]([O:18][c:19]3[cH:20][cH:21][cH:22][cH:23][cH:24]3)[cH:14][cH:15][cH:16][cH:17]2)[cH:10][cH:11]1)[NH:25][C:26]([c:27]1[c:28]([NH2:34])[cH:29][cH:30][c:31]([Cl:33])[cH:32]1)=[O:35])=[O:36].[CH3:43][N:44]([c:45]1[c:46]2[cH:47][cH:48][cH:49][c:50]([S:55](=[O:56])(=[O:57])[Cl:58])[c:51]2[cH:52][cH:53][cH:54]1)[CH3:59].[Cl:60][CH2:61][Cl:62].[cH:37]1[cH:38][cH:39][n:40][cH:41][cH:42]1>>[CH3:1][O:2][C:3]([CH:4]([CH2:5][c:6]1[cH:7][cH:8][c:9](-[c:12]2[c:13]([O:18][c:19]3[cH:20][cH:21][cH:22][cH:23][cH:24]3)[cH:14][cH:15][cH:16][cH:17]2)[cH:10][cH:11]1)[NH:25][C:26]([c:27]1[c:28]([NH:34][S:55]([c:50]2[cH:49][cH:48][cH:47][c:46]3[c:45]([N:44]([CH3:43])[CH3:59])[cH:54][cH:53][cH:52][c:51]32)(=[O:56])=[O:57])[cH:29][cH:30][c:31]([Cl:33])[cH:32]1)=[O:35])=[O:36].